Dataset: the Open Reaction Database (ORD), a public repository of structured organic reaction records. Task: describe an organic reaction: reactants, conditions, products, and yield Starting materials: C(#N)C1=C(C(=O)O)C=CC=C1 (2-cyanobenzoic acid), C1(CC1)CCNC(=O)C=1N=NC(=CC1)N1CCNCC1 (6-piperazin-1-yl-pyridazine-3-carboxylic acid (2-cyclopropylethyl)amide). The product is C1(CC1)CCNC(=O)C=1N=NC(=CC1)N1CCN(CC1)C(C1=C(C=CC=C1)C#N)=O (6-[4-(2-CYANOBENZOYL)PIPERAZIN-1-YL]-PYRIDAZINE-3-CARBOXYLIC ACID (2-CYCLOPROPYLETHYL)AMIDE), solid. Isolated yield 25.8%. As a reaction SMILES: [C:1]([C:3]1[CH:11]=[CH:10][CH:9]=[CH:8][C:4]=1[C:5]([OH:7])=O)#[N:2].[CH:12]1([CH2:15][CH2:16][NH:17][C:18]([C:20]2[N:21]=[N:22][C:23]([N:26]3[CH2:31][CH2:30][NH:29][CH2:28][CH2:27]3)=[CH:24][CH:25]=2)=[O:19])[CH2:14][CH2:13]1>>[CH:12]1([CH2:15][CH2:16][NH:17][C:18]([C:20]2[N:21]=[N:22][C:23]([N:26]3[CH2:31][CH2:30][N:29]([C:5](=[O:7])[C:4]4[CH:8]=[CH:9][CH:10]=[CH:11][C:3]=4[C:1]#[N:2])[CH2:28][CH2:27]3)=[CH:24][CH:25]=2)=[O:19])[CH2:14][CH2:13]1. Procedure: Following the procedure of Example 9, making variations only as required to use 2-cyanobenzoic acid in place of 2,5-dichlorobenzoic acid to react with 6-piperazin-1-yl-pyridazine-3-carboxylic acid (2-cyclopropylethyl)amide, the title compound was obtained as a white solid (25.8% yield). 1H NMR (300 MHz, CDCl3) δ 8.05, 7.97, 7.76-7.72, 7.69-7.66, 7.58-7.55, 7.53-7.43, 6.99, 4.3-3.94, 3.88-3.85, 3.58-3.51, 1.49, 0.78-0.65, 0.48-0.37, 0.16-0.02. 13C NMR (75 MHz, CDCl3) δ 166.5, 162.8, 159.9, 145.3,... Reactants: O=[N+]([O-])c1ccc(F)c(Br)c1, CCN(CC)CCO, CO, ClCCl. Product: CCN(CC)CCOc1ccc([N+](=O)[O-])cc1Br. Reaction SMILES: [Br:1][c:2]1[c:3]([F:11])[cH:4][cH:5][c:6]([N+:8](=[O:9])[O-:10])[cH:7]1.[CH2:12]([CH3:13])[N:14]([CH2:15][CH2:16][OH:17])[CH2:18][CH3:19].[CH3:20][OH:21].[Cl:22][CH2:23][Cl:24]>>[Br:1][c:2]1[c:3]([O:17][CH2:16][CH2:15][N:14]([CH2:12][CH3:13])[CH2:18][CH3:19])[cH:4][cH:5][c:6]([N+:8](=[O:9])[O-:10])[cH:7]1.